From a dataset of the Open Reaction Database (ORD), a public repository of structured organic reaction records. describe an organic reaction: reactants, conditions, products, and yield The reactants are solution, carbonyl bis (N-methyl) imidazole triflate, C(=O)(OCC1=CC=CC=C1)N[C@@H](C(C)C)C(=O)NC(C(C(CC1=CC=CC=C1)NC([C@@H](N)C(C)C)=O)O)CC1=CC=CC=C1 (4-(Cbz-valinyl-amino)-2-(valinyl-amino)-1,5-diphenyl-3-hydroxypentane), CN1CCOCC1 (4-methylmorpholine), NCC=1C=NC=CC1 (3-(aminomethyl)pyridine). The solvent is [N+](=O)([O-])C (nitromethane), CN(C=O)C (dimethylformamide), [N+](=O)([O-])C (nitromethane). Conditions: temperature 0 celsius, time 30 minute. Yields the product C(=O)(OCC1=CC=CC=C1)N[C@@H](C(C)C)C(=O)NC(C(C(CC1=CC=CC=C1)NC([C@@H](NC(=O)NCC=1C=NC=CC1)C(C)C)=O)O)CC1=CC=CC=C1 (4-(Cbz-valinyl-amino)-2-(N-((N-((3-pyridinyl)methyl)amino)-carbonyl)-valinyl-amino)-1,5-diphenyl-3-hydroxypentane). Yield: 67.9%. Reaction SMILES: [NH2:1][CH2:2][C:3]1[CH:4]=[N:5][CH:6]=[CH:7][CH:8]=1.[C:9]([NH:19][C@H:20]([C:24]([NH:26][CH:27]([CH2:46][C:47]1[CH:52]=[CH:51][CH:50]=[CH:49][CH:48]=1)[CH:28]([OH:45])[CH:29]([NH:37][C:38](=[O:44])[C@H:39]([CH:41]([CH3:43])[CH3:42])[NH2:40])[CH2:30][C:31]1[CH:36]=[CH:35][CH:34]=[CH:33][CH:32]=1)=[O:25])[CH:21]([CH3:23])[CH3:22])([O:11][CH2:12][C:13]1[CH:18]=[CH:17][CH:16]=[CH:15][CH:14]=1)=[O:10].CN1CC[O:57][CH2:56]C1>[N+](C)([O-])=O.CN(C)C=O>[C:9]([NH:19][C@H:20]([C:24]([NH:26][CH:27]([CH2:46][C:47]1[CH:52]=[CH:51][CH:50]=[CH:49][CH:48]=1)[CH:28]([OH:45])[CH:29]([NH:37][C:38](=[O:44])[C@H:39]([CH:41]([CH3:43])[CH3:42])[NH:40][C:56]([NH:1][CH2:2][C:3]1[CH:4]=[N:5][CH:6]=[CH:7][CH:8]=1)=[O:57])[CH2:30][C:31]1[CH:36]=[CH:35][CH:34]=[CH:33][CH:32]=1)=[O:25])[CH:21]([CH3:23])[CH3:22])([O:11][CH2:12][C:13]1[CH:14]=[CH:15][CH:16]=[CH:17][CH:18]=1)=[O:10]. Procedure details: A solution of 3-(aminomethyl)pyridine (12 μl, 0.11 mmol) in 0.5 ml of nitromethane was cooled to -20° C. and treated with 0.23 ml (0.12 mmol) of a 0.5M solution of carbonyl bis (N-methyl) imidazole triflate (Rappoport, et. al., J. Am. Chem. Soc. 1989, 111, 6856) in nitromethane. After 30 min, the solution was treated with a solution of 50 mg (0.08 mmol) of the resultant compound of Example 240 in 1.0 ml of dimethylformamide and 26 μL. (0.24 mmol) of 4-methylmorpholine. The resulting solution was... The reactants are CCCCCCN(CCNCCCC(=O)OC(C)(C)C)C(=O)C1Sc2ccccc2-c2[nH]c3ccccc3c21, O=CO. The product is CCCCCCN(CCNCCC)C(=O)C1Sc2ccccc2-c2[nH]c3ccccc3c21. As a reaction SMILES: [C:1]([O:2][C:3](=[O:4])[CH2:8][CH2:9][CH2:10][NH:11][CH2:12][CH2:13][N:14]([C:15](=[O:16])[CH:17]1[S:18][c:19]2[c:20]([cH:30][cH:31][cH:32][cH:33]2)-[c:21]2[nH:22][c:23]3[cH:24][cH:25][cH:26][cH:27][c:28]3[c:29]21)[CH2:34][CH2:35][CH2:36][CH2:37][CH2:38][CH3:39])([CH3:5])([CH3:6])[CH3:7].[CH:40]([OH:41])=[O:42]>>[CH3:8][CH2:9][CH2:10][NH:11][CH2:12][CH2:13][N:14]([C:15](=[O:16])[CH:17]1[S:18][c:19]2[c:20]([cH:30][cH:31][cH:32][cH:33]2)-[c:21]2[nH:22][c:23]3[cH:24][cH:25][cH:26][cH:27][c:28]3[c:29]21)[CH2:34][CH2:35][CH2:36][CH2:37][CH2:38][CH3:39].